Task: describe an organic reaction: reactants, conditions, products, and yield. Dataset: the Open Reaction Database (ORD), a public repository of structured organic reaction records The reactants are [BH-](OC(=O)C)(OC(=O)C)OC(=O)C.[Na+] (NaBH(OAc)3), N1CCC(CC1)C1=NC2=CC=CC=C2N=C1 (2-Piperidine-4-ylquinoxaline), C(=O)(O)[O-].[Na+] (NaHCO3), [BH-](OC(=O)C)(OC(=O)C)OC(=O)C.[Na+] (NaBH(OAc)3), CC=1N=C2N(C=C(C(=N2)C2=CC=C(C=O)C=C2)C2=CC=CC=C2)C1 (4-(2-Methyl-6-phenyl-imidazo[1,2-a]pyrimidin-7-yl)benzaldehyde). Solvent: C(C)N(CC)CC (triethylamine), C(C)(=O)O (acetic acid), CN1CCCC1=O (NMP), C(C)(=O)O (acetic acid). Reaction conditions: time 1 hour. Product: CC=1N=C2N(C=C(C(=N2)C2=CC=C(CN3CCC(CC3)C3=NC4=CC=CC=C4N=C3)C=C2)C2=CC=CC=C2)C1 (2-{1-[4-(2-methyl-6-phenyl-imidazo[1,2-a]pyrimidin-7-yl)benzyl]-piperidine-4-yl}-quinoxaline). As a reaction SMILES: [NH:1]1[CH2:6][CH2:5][CH:4]([C:7]2[CH:16]=[N:15][C:14]3[C:9](=[CH:10][CH:11]=[CH:12][CH:13]=3)[N:8]=2)[CH2:3][CH2:2]1.[CH3:17][C:18]1[N:19]=[C:20]2[N:25]=[C:24]([C:26]3[CH:33]=[CH:32][C:29]([CH:30]=O)=[CH:28][CH:27]=3)[C:23]([C:34]3[CH:39]=[CH:38][CH:37]=[CH:36][CH:35]=3)=[CH:22][N:21]2[CH:40]=1.[BH-](OC(C)=O)(OC(C)=O)OC(C)=O.[Na+].C([O-])(O)=O.[Na+]>CN1C(=O)CCC1.C(O)(=O)C.C(N(CC)CC)C>[CH3:17][C:18]1[N:19]=[C:20]2[N:25]=[C:24]([C:26]3[CH:27]=[CH:28][C:29]([CH2:30][N:1]4[CH2:2][CH2:3][CH:4]([C:7]5[CH:16]=[N:15][C:14]6[C:9](=[CH:10][CH:11]=[CH:12][CH:13]=6)[N:8]=5)[CH2:5][CH2:6]4)=[CH:32][CH:33]=3)[C:23]([C:34]3[CH:35]=[CH:36][CH:37]=[CH:38][CH:39]=3)=[CH:22][N:21]2[CH:40]=1 |f:2.3,4.5|. Reported procedure: 219.2 mg (0.76 mmol) 2-Piperidine-4-ylquinoxaline are dissolved in 5.5 mL NMP. After addition of 0.2 mL triethylamine the reaction mixture is stirred for one hour. 200 mg (0.64 mmol) 4-(2-Methyl-6-phenyl-imidazo[1,2-a]pyrimidin-7-yl)benzaldehyde and 0.06 mL acetic acid are added. The reaction mixture is stirred overnight at room temperature. 148 mg (0.7 mmol) NaBH(OAc)3, are added in portions and the reaction mixture is stirred at room temperature for 18 hours. Additionally 75 mg NaBH(OAc)3 and ... Reactants: C1(CC1)CO (Cyclopropylmethanol), [OH-].[Na+] (sodium hydroxide), CS(=O)(=O)OCC1=NC(=NC(=C1)C(=C)OCC)Cl ((2-chloro-6-(1-ethoxyvinyl)pyrimidin-4-yl)methyl methanesulfonate). Reagents/catalysts: S(=O)(=O)(O)[O-].C(CCC)[N+](CCCC)(CCCC)CCCC (Tetrabutylammonium hydrogen sulfate). Run in C1=CC=CC=C1 (benzene). The product is ClC1=NC(=CC(=N1)COCC1CC1)C(=C)OCC (2-Chloro-4-((cyclopropylmethoxy)methyl)-6-(1-ethoxyvinyl)pyrimidine). The yield is 14.1%. Reaction SMILES: [CH:1]1([CH2:4][OH:5])[CH2:3][CH2:2]1.[OH-].[Na+].CS(O[CH2:13][C:14]1[CH:19]=[C:18]([C:20]([O:22][CH2:23][CH3:24])=[CH2:21])[N:17]=[C:16]([Cl:25])[N:15]=1)(=O)=O>C1C=CC=CC=1.S([O-])(O)(=O)=O.C([N+](CCCC)(CCCC)CCCC)CCC>[Cl:25][C:16]1[N:15]=[C:14]([CH2:13][O:5][CH2:4][CH:1]2[CH2:3][CH2:2]2)[CH:19]=[C:18]([C:20]([O:22][CH2:23][CH3:24])=[CH2:21])[N:17]=1 |f:1.2,5.6|. Procedure details: Cyclopropylmethanol (0.368 mL, 4.66 mmol) and sodium hydroxide (aq, 5M, 0.70 mL, 3.50 mmol) were added to a solution of (2-chloro-6-(1-ethoxyvinyl)pyrimidin-4-yl)methyl methanesulfonate (682 mg, 2.33 mmol) in benzene (8 mL). Tetrabutylammonium hydrogen sulfate was added (79 mg, 0.23 mmol). The mixture was stirred vigorously at rt over night. The organic phase was filtered through a short silica plug which was washed with 10% MeOH in EtOAc (75 mL) and the solvents were evaporated. The residue was... Reactants: CC1=C(N=C(O1)C1=CC=CC=C1)CSC1=CC=C(C=O)C=C1 (4-[(5-Methyl-2-phenyl-4-oxazolyl)methylthio]benzaldehyde), S1C(NC(C1)=O)=O (thiazolidine-2,4-dione), N1CCCCC1 (piperidine). The solvent is C(C)O (ethanol), CCOCC (ether). Reaction conditions: temperature 0 celsius, time 1 hour. Yields the product CC1=C(N=C(O1)C1=CC=CC=C1)CSC1=CC=C(C=C1)C=C1C(NC(S1)=O)=O (5-[4-[(5-Methyl-2-phenyl-4-oxazolyl)methylthio]phenylmethylene]thiazolidine-2,4-dione). Reaction SMILES: [CH3:1][C:2]1[O:6][C:5]([C:7]2[CH:12]=[CH:11][CH:10]=[CH:9][CH:8]=2)=[N:4][C:3]=1[CH2:13][S:14][C:15]1[CH:22]=[CH:21][C:18]([CH:19]=O)=[CH:17][CH:16]=1.[S:23]1[CH2:27][C:26](=[O:28])[NH:25][C:24]1=[O:29].N1CCCCC1>C(O)C.CCOCC>[CH3:1][C:2]1[O:6][C:5]([C:7]2[CH:12]=[CH:11][CH:10]=[CH:9][CH:8]=2)=[N:4][C:3]=1[CH2:13][S:14][C:15]1[CH:22]=[CH:21][C:18]([CH:19]=[C:27]2[S:23][C:24](=[O:29])[NH:25][C:26]2=[O:28])=[CH:17][CH:16]=1. Procedure: 4-[(5-Methyl-2-phenyl-4-oxazolyl)methylthio]benzaldehyde (0.05 mol), thiazolidine-2,4-dione (11.7 g, 0.10 mol and piperidine (0.85 g, 0.01 mol)are combined in 300 mL absolute ethanol, and the mixture refluxed for 24 hours, cooled to 0° C., diluted slowly with 600 mL of ether and, after stirring for 1 hour at 0° C. present title recovered by filtration. If desired, the product is triturated with 150 mL of warm acetic acid (40°-50° C.). The resulting slurry is cooled to room temperature, diluted w... The reactants are C(#N)C1=C(C=CC=C1)Br (2-cyanophenyl bromide), C(CCC)[Sn](CCCC)=O (dibutyltin oxide), C[Si](C)(C)N=[N+]=[N-] (trimethylsilyl azide). Solvent: C1(=CC=CC=C1)C (toluene). Reaction conditions: temperature 93 celsius. The product is BrC1=C(C=CC=C1)C1=NN=NN1 (5-(2-Bromophenyl)tetrazole). The yield is 15.4%. Reaction SMILES: [C:1]([C:3]1[CH:8]=[CH:7][CH:6]=[CH:5][C:4]=1[Br:9])#[N:2].C([Sn](=O)CCCC)CCC.C[Si]([N:24]=[N+:25]=[N-:26])(C)C>C1(C)C=CC=CC=1>[Br:9][C:4]1[CH:5]=[CH:6][CH:7]=[CH:8][C:3]=1[C:1]1[NH:26][N:25]=[N:24][N:2]=1. Reported procedure: A mixture of 2-cyanophenyl bromide (1.00 g, 5.49 mmol), dibutyltin oxide (90.4 mg, 0.549 mmol) and trimethylsilyl azide (1.26 g, 10.98 mmol) in toluene (10.9 mL) were heated at 93° C. for 72 hours. The solvent was removed under reduced pressure and chased with methanol. The residue obtained was partitioned between ethyl acetate (25 mL) and 10% sodium bicarbonate solution (25 mL). The organic phase was extracted with an additional aliquot of 10% sodium bicarbonate solution. The combined aqueous e... Starting materials: C(C1=CC=CC=C1)OCC(=O)NC1=C(C(=C(C(=C1O)F)C1=CC=CC=C1)C)C#N (2-(benzyloxy)-N-(3-cyano-6-fluoro-5-hydroxy-2-methyl[1,1′-biphenyl]-4-yl)acetamide), din toluene, O.C1(=CC=C(C=C1)S(=O)(=O)O)C (p-toluenesulfonic acid monohydrate). Product: C(C1=CC=CC=C1)OCC=1OC=2C(N1)=C(C(=C(C2F)C2=CC=CC=C2)C)C#N (2-[(Benzyloxy)methyl]-7-fluoro-5-methyl-6-phenyl-1,3-benzoxazole-4-carbonitrile). RXN SMILES: [CH2:1]([O:8][CH2:9][C:10]([NH:12][C:13]1[C:18](O)=[C:17]([F:20])[C:16]([C:21]2[CH:26]=[CH:25][CH:24]=[CH:23][CH:22]=2)=[C:15]([CH3:27])[C:14]=1[C:28]#[N:29])=[O:11])[C:2]1[CH:7]=[CH:6][CH:5]=[CH:4][CH:3]=1.O.C1(C)C=CC(S(O)(=O)=O)=CC=1>>[CH2:1]([O:8][CH2:9][C:10]1[O:11][C:18]2[C:13](=[C:14]([C:28]#[N:29])[C:15]([CH3:27])=[C:16]([C:21]3[CH:26]=[CH:25][CH:24]=[CH:23][CH:22]=3)[C:17]=2[F:20])[N:12]=1)[C:2]1[CH:7]=[CH:6][CH:5]=[CH:4][CH:3]=1 |f:1.2|. Reported procedure: Similarly, 2-(benzyloxy)-N-(3-cyano-6-fluoro-5-hydroxy-2-methyl[1,1′-biphenyl]-4-yl)acetamide (I-89) (418 mg, 1.07 mmol) was dissolve din toluene (8.4 ml), p-toluenesulfonic acid monohydrate (84 mg, 20 wt. %) was added, followed by heating under reflux for 18 hours. The reactants are CCOC(=O)Cc1c(C(=O)c2ccc(Cl)cc2)[nH]c2cc(Cl)ccc12, CO, [Na+], [OH-], O. Product: O=C(O)Cc1c(C(=O)c2ccc(Cl)cc2)[nH]c2cc(Cl)ccc12. As a reaction SMILES: [CH2:1]([CH3:2])[O:3][C:4]([CH2:5][c:6]1[c:7]([C:16]([c:17]2[cH:18][cH:19][c:20]([Cl:23])[cH:21][cH:22]2)=[O:24])[nH:8][c:9]2[cH:10][c:11]([Cl:15])[cH:12][cH:13][c:14]12)=[O:25].[CH3:28][OH:29].[Na+:27].[OH-:26].[OH2:30]>>[O:3]=[C:4]([CH2:5][c:6]1[c:7]([C:16]([c:17]2[cH:18][cH:19][c:20]([Cl:23])[cH:21][cH:22]2)=[O:24])[nH:8][c:9]2[cH:10][c:11]([Cl:15])[cH:12][cH:13][c:14]12)[OH:25]. The reactants are ClC=1C=C(C2=C(C=C(O2)C2=CC=CC=C2)C1)C(=O)O (5-chloro-2-phenylbenzofuran-7-carboxylic acid), C(=O)[O-].[NH4+] (ammonium formate). Reagents/catalysts: [C].[Pd] (palladium-carbon). Solvent: ethyleneglycol monomethylethers, CO (methanol). Run at temperature 40 celsius. The product is C1(=CC=CC=C1)C=1OC2=C(C1)C=CC=C2C(=O)O (2-phenylbenzofuran-7-carboxylic acid). RXN SMILES: Cl[C:2]1[CH:3]=[C:4]([C:17]([OH:19])=[O:18])[C:5]2[O:9][C:8]([C:10]3[CH:15]=[CH:14][CH:13]=[CH:12][CH:11]=3)=[CH:7][C:6]=2[CH:16]=1.C([O-])=O.[NH4+]>CO.[C].[Pd]>[C:10]1([C:8]2[O:9][C:5]3[C:4]([C:17]([OH:19])=[O:18])=[CH:3][CH:2]=[CH:16][C:6]=3[CH:7]=2)[CH:11]=[CH:12][CH:13]=[CH:14][CH:15]=1 |f:1.2,4.5|. Procedure: 1.46 g of 5-chloro-2-phenylbenzofuran-7-carboxylic acid are dissolved in a mixture of 15 ml of ethyleneglycol monomethylethers and 15 ml of methanol. 500 mg of 10% palladium-carbon and 1.6 g of ammonium formate are added to the solution and the solution is heated at 40° C. for 1.5 hours. The reaction mixture is filtered and the filtrate is concentrated under reduced pressure. The residue is dissolved in ethyl acetate. The solution is washed successively with 10% hydrochloric acid and water, drie...